This data is from the Open Reaction Database (ORD), a public repository of structured organic reaction records. The task is: describe an organic reaction: reactants, conditions, products, and yield The reactants are CN(C(=O)OC(C)(C)C)c1ccc(Nc2ncnc(N(Cc3ccccc3)Cc3ccccc3)c2[N+](=O)[O-])cc1, C1CCOC1, CO, [Cl-], [NH4+], O. The product is CN(C(=O)OC(C)(C)C)c1ccc(Nc2ncnc(N(Cc3ccccc3)Cc3ccccc3)c2N)cc1. As a reaction SMILES: [CH2:1]([c:2]1[cH:3][cH:4][cH:5][cH:6][cH:7]1)[N:8]([c:9]1[c:10]([N+:31]([O-:32])=[O:33])[c:11]([NH:15][c:16]2[cH:17][cH:18][c:19]([N:22]([C:23]([O:24][C:25]([CH3:26])([CH3:27])[CH3:28])=[O:29])[CH3:30])[cH:20][cH:21]2)[n:12][cH:13][n:14]1)[CH2:34][c:35]1[cH:36][cH:37][cH:38][cH:39][cH:40]1.[CH2:43]1[O:44][CH2:45][CH2:46][CH2:47]1.[CH3:48][OH:49].[Cl-:41].[NH4+:42].[OH2:50]>>[CH2:1]([c:2]1[cH:3][cH:4][cH:5][cH:6][cH:7]1)[N:8]([c:9]1[c:10]([NH2:31])[c:11]([NH:15][c:16]2[cH:17][cH:18][c:19]([N:22]([C:23]([O:24][C:25]([CH3:26])([CH3:27])[CH3:28])=[O:29])[CH3:30])[cH:20][cH:21]2)[n:12][cH:13][n:14]1)[CH2:34][c:35]1[cH:36][cH:37][cH:38][cH:39][cH:40]1. Reactants: [Br-], [Mg+]Cc1ccccc1, C1CCOC1, O=Cc1ccc2c(cnn2-c2ccc(F)cc2)c1. The product is OC(Cc1ccccc1)c1ccc2c(cnn2-c2ccc(F)cc2)c1. Reaction SMILES: [Br-:19].[CH2:20]([c:21]1[cH:22][cH:23][cH:24][cH:25][cH:26]1)[Mg+:27].[CH2:28]1[O:29][CH2:30][CH2:31][CH2:32]1.[F:1][c:2]1[cH:3][cH:4][c:5](-[n:8]2[n:9][cH:10][c:11]3[cH:12][c:13]([CH:17]=[O:18])[cH:14][cH:15][c:16]23)[cH:6][cH:7]1>>[F:1][c:2]1[cH:3][cH:4][c:5](-[n:8]2[n:9][cH:10][c:11]3[cH:12][c:13]([CH:17]([OH:18])[CH2:20][c:21]4[cH:22][cH:23][cH:24][cH:25][cH:26]4)[cH:14][cH:15][c:16]23)[cH:6][cH:7]1. Reactants: NC(=O)NC1(C(=O)O)CCOc2ccc(F)cc21, [K+], O=[Mn](=O)(=O)[O-]. Yields the product O=C1CCOc2ccc(F)cc21. As a reaction SMILES: [F:1][c:2]1[cH:3][c:4]2[c:9]([cH:10][cH:11]1)[O:8][CH2:7][CH2:6][C:5]2([NH:12][C:13]([NH2:14])=[O:15])[C:16]([OH:17])=[O:18].[K+:24].[Mn:19](=[O:20])([O-:21])(=[O:22])=[O:23]>>[F:1][c:2]1[cH:3][c:4]2[c:9]([cH:10][cH:11]1)[O:8][CH2:7][CH2:6][C:5]2=[O:20].